describe an organic reaction: reactants, conditions, products, and yield From a dataset of the Open Reaction Database (ORD), a public repository of structured organic reaction records. Starting materials: CO, CC(CN)CN, Cl, Cl, N=C(N)N. The product is CC1CN=C(N)NC1, Cl. As a reaction SMILES: [CH3:13][OH:14].[CH3:2][CH:3]([CH2:4][NH2:5])[CH2:6][NH2:7].[ClH:1].[ClH:8].[NH2:9][C:10]([NH2:11])=[NH:12]>>[CH3:2][CH:3]1[CH2:4][N:5]=[C:10]([NH2:9])[NH:7][CH2:6]1.[ClH:1].